This data is from the Open Reaction Database (ORD), a public repository of structured organic reaction records. The task is: describe an organic reaction: reactants, conditions, products, and yield The reactants are O=c1[nH]cc(F)c(=O)[nH]1, O=C(Cl)c1ccc([N+](=O)[O-])cc1, C1COCCO1, c1ccncc1. Product: O=C(c1ccc([N+](=O)[O-])cc1)n1c(=O)[nH]cc(F)c1=O. Reaction SMILES: [F:1][c:2]1[c:3](=[O:9])[nH:4][c:5](=[O:8])[nH:6][cH:7]1.[N+:16](=[O:17])([O-:18])[c:19]1[cH:20][cH:21][c:22]([C:23](=[O:24])[Cl:25])[cH:26][cH:27]1.[O:28]1[CH2:29][CH2:30][O:31][CH2:32][CH2:33]1.[cH:10]1[cH:11][cH:12][n:13][cH:14][cH:15]1>>[F:1][c:2]1[c:3](=[O:9])[n:4]([C:23]([c:22]2[cH:21][cH:20][c:19]([N+:16](=[O:17])[O-:18])[cH:27][cH:26]2)=[O:24])[c:5](=[O:8])[nH:6][cH:7]1. The reactants are C(CCC)C1=NC2=C(CNC(C2)C(=O)OC)N1CC1=CC=C(C=C1)C1=C(C=CC=C1)C1=NN=NN1C(C1=CC=CC=C1)(C1=CC=CC=C1)C1=CC=CC=C1 (Methyl 2-n-butyl-3-{2'-(1-trityl-1H-tetrazol-5-yl)biphenyl-4-yl}methyl-4,5,6,7-tetrahydroimidazo[4,5-c]-pyridine-6-carboxylate), C(C)OC(=O)CC(=O)Cl (ethoxycarbonylacetyl chloride). The product is C(CCC)C1=NC2=C(CN(C(C2)C(=O)OC)C(CC(=O)OCC)=O)N1CC1=CC=C(C=C1)C1=C(C=CC=C1)C1=NN=NN1C(C1=CC=CC=C1)(C1=CC=CC=C1)C1=CC=CC=C1 (methyl 2-n-butyl-5-ethoxycarbonylacetyl-3-{2'-(1-trityl-1H-tetrazol-5-yl)biphenyl-4-yl}methyl-4,5,6,7-tetrahydroimidazo[4,5-c]pyridine-6-carboxylate). Reaction SMILES: [CH2:1]([C:5]1[N:17]([CH2:18][C:19]2[CH:24]=[CH:23][C:22]([C:25]3[CH:30]=[CH:29][CH:28]=[CH:27][C:26]=3[C:31]3[N:35]([C:36]([C:49]4[CH:54]=[CH:53][CH:52]=[CH:51][CH:50]=4)([C:43]4[CH:48]=[CH:47][CH:46]=[CH:45][CH:44]=4)[C:37]4[CH:42]=[CH:41][CH:40]=[CH:39][CH:38]=4)[N:34]=[N:33][N:32]=3)=[CH:21][CH:20]=2)[C:8]2[CH2:9][NH:10][CH:11]([C:13]([O:15][CH3:16])=[O:14])[CH2:12][C:7]=2[N:6]=1)[CH2:2][CH2:3][CH3:4].[CH2:55]([O:57][C:58]([CH2:60][C:61](Cl)=[O:62])=[O:59])[CH3:56]>>[CH2:1]([C:5]1[N:17]([CH2:18][C:19]2[CH:20]=[CH:21][C:22]([C:25]3[CH:30]=[CH:29][CH:28]=[CH:27][C:26]=3[C:31]3[N:35]([C:36]([C:43]4[CH:44]=[CH:45][CH:46]=[CH:47][CH:48]=4)([C:37]4[CH:38]=[CH:39][CH:40]=[CH:41][CH:42]=4)[C:49]4[CH:54]=[CH:53][CH:52]=[CH:51][CH:50]=4)[N:34]=[N:33][N:32]=3)=[CH:23][CH:24]=2)[C:8]2[CH2:9][N:10]([C:61](=[O:62])[CH2:60][C:58]([O:57][CH2:55][CH3:56])=[O:59])[CH:11]([C:13]([O:15][CH3:16])=[O:14])[CH2:12][C:7]=2[N:6]=1)[CH2:2][CH2:3][CH3:4]. Procedure: Methyl 2-n-butyl-3-{2'-(1-trityl-1H-tetrazol-5-yl)biphenyl-4-yl}methyl-4,5,6,7-tetrahydroimidazo[4,5-c]-pyridine-6-carboxylate and ethoxycarbonylacetyl chloride are treated in the same manner as in Example 1-(2) to give methyl 2-n-butyl-5-ethoxycarbonylacetyl-3-{2'-(1-trityl-1H-tetrazol-5-yl)biphenyl-4-yl}methyl-4,5,6,7-tetrahydroimidazo[4,5-c]pyridine-6-carboxylate. Reactants: C1CCNC1, Clc1ccc2nc3c(n2n1)CCCC3, O. Product: c1cc2nc3c(n2nc1N1CCCC1)CCCC3. RXN SMILES: [CH2:15]1[CH2:16][CH2:17][NH:18][CH2:19]1.[Cl:1][c:2]1[n:3][n:4]2[c:5]([n:6][c:7]3[c:8]2[CH2:9][CH2:10][CH2:11][CH2:12]3)[cH:13][cH:14]1.[OH2:20]>>[c:2]1([N:18]2[CH2:17][CH2:16][CH2:15][CH2:19]2)[n:3][n:4]2[c:5]([n:6][c:7]3[c:8]2[CH2:9][CH2:10][CH2:11][CH2:12]3)[cH:13][cH:14]1. Starting materials: O=C([O-])[O-], C1COCCO1, COc1cccc(C(=O)Nc2ccc(Cl)cn2)c1[N+](=O)[O-], [K+], [K+], C1CCOC1, O. Product: COc1cccc(C(=O)Nc2ccc(Cl)cn2)c1N. As a reaction SMILES: [C:33](=[O:34])([O-:35])[O-:36].[CH2:27]1[O:28][CH2:29][CH2:30][O:31][CH2:32]1.[Cl:1][c:2]1[cH:3][cH:4][c:5]([NH:8][C:9]([c:10]2[c:11]([N+:18]([O-:19])=[O:20])[c:12]([O:16][CH3:17])[cH:13][cH:14][cH:15]2)=[O:21])[n:6][cH:7]1.[K+:37].[K+:38].[O:22]1[CH2:23][CH2:24][CH2:25][CH2:26]1.[OH2:39]>>[Cl:1][c:2]1[cH:3][cH:4][c:5]([NH:8][C:9]([c:10]2[c:11]([NH2:18])[c:12]([O:16][CH3:17])[cH:13][cH:14][cH:15]2)=[O:21])[n:6][cH:7]1. Starting materials: CC(C)N, [Cl-], ClCCl, CN(C)C=O, CC(C)N(C)c1cc2c(cc1C(F)(F)F)NC(=O)CC(c1cccc(-n3nncc3CO)c1)=N2, O=S(Cl)Cl. Product: CC(C)NCc1cnnn1-c1cccc(C2=Nc3cc(N(C)C(C)C)c(C(F)(F)F)cc3NC(=O)C2)c1. RXN SMILES: [CH3:40][CH:41]([CH3:42])[NH2:43].[Cl-:39].[Cl:44][CH2:45][Cl:46].[O:47]=[CH:48][N:49]([CH3:50])[CH3:51].[OH:1][CH2:2][c:3]1[cH:4][n:5][n:6][n:7]1-[c:8]1[cH:9][c:10]([C:14]2=[N:15][c:16]3[c:17]([cH:22][c:23]([C:31]([F:32])([F:33])[F:34])[c:24]([N:26]([CH3:27])[CH:28]([CH3:29])[CH3:30])[cH:25]3)[NH:18][C:19](=[O:21])[CH2:20]2)[cH:11][cH:12][cH:13]1.[S:35]([Cl:36])([Cl:37])=[O:38]>>[CH2:2]([c:3]1[cH:4][n:5][n:6][n:7]1-[c:8]1[cH:9][c:10]([C:14]2=[N:15][c:16]3[c:17]([cH:22][c:23]([C:31]([F:32])([F:33])[F:34])[c:24]([N:26]([CH3:27])[CH:28]([CH3:29])[CH3:30])[cH:25]3)[NH:18][C:19](=[O:21])[CH2:20]2)[cH:11][cH:12][cH:13]1)[NH:43][CH:41]([CH3:40])[CH3:42]. Starting materials: ClC=1C=CC2=C(C(N3[C@H](C=4N2C=NC4C(=O)OC(C)(C)C)CCC3)=O)C1Cl (tert.butyl (S)-7,8-dichloro-11,12,13,13a-tetrahydro-9-oxo-9H-imidazo[1,5-a]pyrrolo[2,1-c][1,4]benzodiazepine-1-carboxylate), OCC1CC1 (hydroxymethyl-cyclopropane). Reagents/catalysts: CCO.CCO.CCO.CCO.[Ti] (tetraethyl orthotitanate). Reaction conditions: time 8 hour. The product is ClC=1C=CC2=C(C(N3[C@H](C=4N2C=NC4C(=O)OCC4CC4)CCC3)=O)C1Cl (cyclopropylmethyl (S)-7,8-dichloro-11,12,13,13a-tetrahydro-9-oxo-9H-imidazo[1,5-a]pyrrolo[2,1-c][1,4]benzodiazepine-1-carboxylate). RXN SMILES: [Cl:1][C:2]1[CH:3]=[CH:4][C:5]2[N:11]3[CH:12]=[N:13][C:14]([C:15]([O:17]C(C)(C)C)=[O:16])=[C:10]3[C@@H:9]3[CH2:22][CH2:23][CH2:24][N:8]3[C:7](=[O:25])[C:6]=2[C:26]=1[Cl:27].O[CH2:29][CH:30]1[CH2:32][CH2:31]1>CCO.CCO.CCO.CCO.[Ti]>[Cl:1][C:2]1[CH:3]=[CH:4][C:5]2[N:11]3[CH:12]=[N:13][C:14]([C:15]([O:17][CH2:29][CH:30]4[CH2:32][CH2:31]4)=[O:16])=[C:10]3[C@@H:9]3[CH2:22][CH2:23][CH2:24][N:8]3[C:7](=[O:25])[C:6]=2[C:26]=1[Cl:27] |f:2.3.4.5.6|. Procedure: A mixture of 4.0 g (7.3 mmol) of tert.butyl (S)-7,8-dichloro-11,12,13,13a-tetrahydro-9-oxo-9H-imidazo[1,5-a]pyrrolo[2,1-c][1,4]benzodiazepine-1-carboxylate, 10 ml (126 mmol) of hydroxymethyl-cyclopropane and 1 g (3 mmol) of tetraethyl orthotitanate is stirred at 125° overnight, the mixture is evaporated and the residue is taken up in chloroform. The solution is stirred for 0.5 hour with 30 ml of a saturated potassium fluoride solution and the mixture is filtered through siliceous earth. The orga...